From a dataset of the Open Reaction Database (ORD), a public repository of structured organic reaction records. describe an organic reaction: reactants, conditions, products, and yield Starting materials: C1[C@@](CN(C1)C(OC(C)(C)C)=O)(CO)N, n1c(c(c(nc1N1CCOCC1)Cl)F)Cl. The reagents and catalysts are c1ccc(cc1)-c2c3ccccc3cc4ccccc24 (9-Phenylanthracene), C1=CC=NC=C1 (Pyridine). Run in CC1=CC=CC=C1 (Toluene). Reaction conditions: temperature 110 celsius, time 18 hour. The product is CC(C)(C)OC(=O)N1CCC(CO)(C1)Nc2nc(nc(Cl)c2F)N3CCOCC3. RXN SMILES: [F:1][c:2]1[c:8](Cl)[n:7][c:6]([N:9]2[CH2:14][CH2:13][O:12][CH2:11][CH2:10]2)[n:5][c:3]1[Cl:4].[CH3:15][C:16]([O:19][C:20]([N:22]1[CH2:29][C:25]([CH2:27][OH:28])([NH2:26])[CH2:24][CH2:23]1)=[O:21])([CH3:18])[CH3:17]>>[CH3:15][C:16]([O:19][C:20]([N:22]1[CH2:29][C:25]([NH:26][c:8]2[c:2]([F:1])[c:3]([Cl:4])[n:5][c:6]([N:9]3[CH2:14][CH2:13][O:12][CH2:11][CH2:10]3)[n:7]2)([CH2:27][OH:28])[CH2:24][CH2:23]1)=[O:21])([CH3:18])[CH3:17]. Starting materials: C(CC)[Mg]Br.C1CCOC1 (propylmagnesium bromide THF), [Cl-].[Ce+3].[Cl-].[Cl-] (cerium chloride), C[C@@H]1N(CCC1=O)C(=O)OCC1=CC=CC=C1 (benzyl (2S)-2-methyl-3-oxopyrrolidine-1-carboxylate). The product is O[C@@]1([C@@H](N(CC1)C(=O)OCC1=CC=CC=C1)C)CCC (benzyl (2S,3S)-3-hydroxy-2-methyl-3-propylpyrrolidine-1-carboxylate), oil. Yield: 56.0%. Reaction SMILES: [Cl-].[Ce+3].[Cl-].[Cl-].[CH3:5][C@H:6]1[C:10](=[O:11])[CH2:9][CH2:8][N:7]1[C:12]([O:14][CH2:15][C:16]1[CH:21]=[CH:20][CH:19]=[CH:18][CH:17]=1)=[O:13].[CH2:22]([Mg]Br)[CH2:23][CH3:24].C1COCC1>>[OH:11][C@@:10]1([CH2:22][CH2:23][CH3:24])[CH2:9][CH2:8][N:7]([C:12]([O:14][CH2:15][C:16]2[CH:21]=[CH:20][CH:19]=[CH:18][CH:17]=2)=[O:13])[C@H:6]1[CH3:5] |f:0.1.2.3,5.6|. Procedure: By an operation in the same manner as in Reference Example 3 and using cerium chloride (12.9 g), 2 mol/L propylmagnesium bromide—THF solution (20 mL) and benzyl (2S)-2-methyl-3-oxopyrrolidine-1-carboxylate (3.5 g), the title compound was obtained as pale-yellow oil (yield: 2.32 g, yield: 56%). The reactants are CI, CC(C)(C)OC(=O)NC1CCCCNC1=O. Product: CN1CCCCC(NC(=O)OC(C)(C)C)C1=O. As a reaction SMILES: [CH3:17][I:18].[O:1]=[C:2]1[NH:3][CH2:4][CH2:5][CH2:6][CH2:7][CH:8]1[NH:9][C:10]([O:11][C:12]([CH3:13])([CH3:14])[CH3:15])=[O:16]>>[O:1]=[C:2]1[N:3]([CH3:17])[CH2:4][CH2:5][CH2:6][CH2:7][CH:8]1[NH:9][C:10]([O:11][C:12]([CH3:13])([CH3:14])[CH3:15])=[O:16]. As a reaction SMILES: [Cl:1][C:2]1[C:3]([N:17]([CH2:22][C:23]#[N:24])[S:18]([CH3:21])(=[O:20])=[O:19])=[C:4]2[C:9](=[CH:10][C:11]=1[Cl:12])[N:8]=[C:7]([O:13][CH3:14])[C:6]([O:15][CH3:16])=[N:5]2.C([Sn]([N:38]=[N+:39]=[N-:40])(CCCC)CCCC)CCC>C1(C)C=CC=CC=1>[Cl:1][C:2]1[C:3]([N:17]([CH2:22][C:23]2[NH:40][N:39]=[N:38][N:24]=2)[S:18]([CH3:21])(=[O:20])=[O:19])=[C:4]2[C:9](=[CH:10][C:11]=1[Cl:12])[N:8]=[C:7]([O:13][CH3:14])[C:6]([O:15][CH3:16])=[N:5]2. Procedure details: A mixture of N-(6,7-dichloro-2,3-dimethoxyquinoxalin-5-yl)-N-(cyanomethyl)methanesulphonamide (100 mg, 0.256 mmol) and tributyltin azide (170 mg, 0.512 mmol) (Synthesis, 1976, 329) in toluene (10 ml) was heated at reflux for 18 hours. After cooling the mixture was concentrated under reduced pressure and the residue purified by flash chromatography (gradient elution from dichloromethane to 90:10:1 dichloromethane: methanol:ammonia) to give N-(6,7-dichloro-2,3-dimethoxyquinoxalin-5-yl)-N-(5-tetraz... Starting materials: ClC=1C(=C2N=C(C(=NC2=CC1Cl)OC)OC)N(S(=O)(=O)C)CC#N (N-(6,7-dichloro-2,3-dimethoxyquinoxalin-5-yl)-N-(cyanomethyl)methanesulphonamide), C(CCC)[Sn](CCCC)(CCCC)N=[N+]=[N-] (tributyltin azide). Run in C1(=CC=CC=C1)C (toluene). Isolated yield 70.2%. Product: ClC=1C(=C2N=C(C(=NC2=CC1Cl)OC)OC)N(S(=O)(=O)C)CC1=NN=NN1 (N-(6,7-dichloro-2,3-dimethoxyquinoxalin-5-yl)-N-(5-tetrazolylmethyl) methanesulphonamide). Starting materials: CCOC(=O)C=P(c1ccccc1)(c1ccccc1)c1ccccc1, O=Cc1ccccc1C=O, ClCCl. Yields the product CCOC(=O)C=Cc1ccccc1C=O. As a reaction SMILES: [CH2:11]([CH3:12])[O:13][C:14](=[O:15])[CH:16]=[P:17]([c:18]1[cH:19][cH:20][cH:21][cH:22][cH:23]1)([c:24]1[cH:25][cH:26][cH:27][cH:28][cH:29]1)[c:30]1[cH:31][cH:32][cH:33][cH:34][cH:35]1.[CH:1]([c:2]1[c:3]([CH:4]=[O:5])[cH:6][cH:7][cH:8][cH:9]1)=[O:10].[Cl:36][CH2:37][Cl:38]>>[CH:1]([c:2]1[c:3]([CH:4]=[CH:16][C:14]([O:13][CH2:11][CH3:12])=[O:15])[cH:6][cH:7][cH:8][cH:9]1)=[O:10]. The reactants are C1(=CC=CC=C1)C(C)OC(=O)N1C=NC=C1 (imidazole-1-carboxylic acid 1-phenyl-ethyl ester), Cl.Cl.NC1CN2CCC1CC2 (3-aminoquinuclidine dihydrochloride), C([O-])([O-])=O.[Na+].[Na+] (sodium carbonate). The solvent is CN(C=O)C (dimethylformamide). Conditions: temperature 80 celsius, time 18 hour. The product is C1(=CC=CC=C1)C(C)OC(NC1CN2CCC1CC2)=O ((1-Aza-bicyclo[2.2.2]oct-3-yl)-carbamic acid 1-phenyl-ethyl ester). Reaction SMILES: [C:1]1([CH:7]([O:9][C:10]([N:12]2[CH:16]=[CH:15][N:14]=[CH:13]2)=[O:11])[CH3:8])[CH:6]=[CH:5][CH:4]=[CH:3][CH:2]=1.Cl.Cl.N[CH:20]1[CH:25]2CCN(C[CH2:24]2)[CH2:21]1.C(=O)([O-])[O-].[Na+].[Na+]>CN(C)C=O>[C:1]1([CH:7]([O:9][C:10](=[O:11])[NH:12][CH:16]2[CH:25]3[CH2:24][CH2:13][N:14]([CH2:21][CH2:20]3)[CH2:15]2)[CH3:8])[CH:2]=[CH:3][CH:4]=[CH:5][CH:6]=1 |f:1.2.3,4.5.6|. Procedure: To a solution of imidazole-1-carboxylic acid 1-phenyl-ethyl ester 0.50 g (2.31 mmol) in 5 ml dimethylformamide, 3-aminoquinuclidine dihydrochloride 0.46 g (2.31 mmol) and sodium carbonate 0.49 g (4.62 mmol) are added. The suspension is heated up to 80° C. and stirred for 18 hours at this temperature. The reaction mixture is then cooled and extracted with water and ethylacetate. The combined organic phases are dried and evaporated. The oily residue is dried, dissolved in ether and acidified with ... Procedure details: An aqueous solution of titanium tetrachloride was prepared in the same manner as Example 1. 197 mL of ion-exchanged water was added to the aqueous solution of titanium tetrachloride, and then 283 g of aqueous solution of urea having a concentration of 30% by weight and kept at 80° C. was added over 100 minutes. After the resulting solution was heated and refluxed for 10 hours, an aqueous solution of ammonia having a concentration of 5% by weight was added to the solution so that it had a pH of 1... Solvent: O (water). Reactants: aqueous solution, NC(=O)N (urea), ion-exchanged, [Ti](Cl)(Cl)(Cl)Cl (titanium tetrachloride), N (ammonia). Yields the product [Ti](Cl)(Cl)(Cl)Cl (titanium tetrachloride), [OH-].[Ti+4].[OH-].[OH-].[OH-] (titanium hydroxide). RXN SMILES: [Ti:1]([Cl:5])([Cl:4])([Cl:3])[Cl:2].NC(N)=[O:8].N>O>[Ti:1]([Cl:5])([Cl:4])([Cl:3])[Cl:2].[OH-:8].[Ti+4:1].[OH-:8].[OH-:8].[OH-:8] |f:5.6.7.8.9|.